This data is from the Open Reaction Database (ORD), a public repository of structured organic reaction records. The task is: describe an organic reaction: reactants, conditions, products, and yield Reaction conditions: time 1 hour. RXN SMILES: Cl[CH2:2][C:3]1[CH:8]=[CH:7][C:6]([CH:9]2[CH2:14][CH2:13][N:12]([C:15]([O:17][CH2:18][C:19]3[CH:24]=[CH:23][CH:22]=[CH:21][CH:20]=3)=[O:16])[CH2:11][CH:10]2[O:25][CH2:26][C:27]2[CH:28]=[CH:29][C:30]3[O:35][CH2:34][CH2:33][N:32]([CH2:36][CH2:37][CH2:38][O:39][CH3:40])[C:31]=3[CH:41]=2)=[CH:5][CH:4]=1.[F:42][C:43]1[CH:52]=[CH:51][C:50]([F:53])=[CH:49][C:44]=1[O:45][CH2:46][CH2:47][OH:48].[H-].[Na+].C(=O)([O-])O.[Na+]>CN(C)C=O>[F:42][C:43]1[CH:52]=[CH:51][C:50]([F:53])=[CH:49][C:44]=1[O:45][CH2:46][CH2:47][O:48][CH2:2][C:3]1[CH:8]=[CH:7][C:6]([CH:9]2[CH2:14][CH2:13][N:12]([C:15]([O:17][CH2:18][C:19]3[CH:24]=[CH:23][CH:22]=[CH:21][CH:20]=3)=[O:16])[CH2:11][CH:10]2[O:25][CH2:26][C:27]2[CH:28]=[CH:29][C:30]3[O:35][CH2:34][CH2:33][N:32]([CH2:36][CH2:37][CH2:38][O:39][CH3:40])[C:31]=3[CH:41]=2)=[CH:5][CH:4]=1 |f:2.3,4.5|. Procedure: The stirred solution of 0.150 g of benzyl 4-(4-chloromethylphenyl)-3-[4-(3-methoxypropyl)-3,4-dihydro-2H-benzo[1,4]oxazin-6-ylmethoxy]piperidine-1-carboxylate, 0.035 g of 2-(2,5-difluorophenoxy)ethanol and 2.0 ml of N,N-dimethylformamide is admixed at 0° C. with 0.0094 g of sodium hydride dispersion (55%). The reaction mixture is stirred at room temperature over a further 1 hour and subsequently poured onto 1M sodium hydrogencarbonate solution (30 ml). The mixture is extracted with tert-butyl me... Starting materials: [H-].[Na+] (sodium hydride), C(O)([O-])=O.[Na+] (sodium hydrogencarbonate), ClCC1=CC=C(C=C1)C1C(CN(CC1)C(=O)OCC1=CC=CC=C1)OCC=1C=CC2=C(N(CCO2)CCCOC)C1 (benzyl 4-(4-chloromethylphenyl)-3-[4-(3-methoxypropyl)-3,4-dihydro-2H-benzo[1,4]oxazin-6-ylmethoxy]piperidine-1-carboxylate), FC1=C(OCCO)C=C(C=C1)F (2-(2,5-difluorophenoxy)ethanol). The product is FC1=C(OCCOCC2=CC=C(C=C2)C2C(CN(CC2)C(=O)OCC2=CC=CC=C2)OCC=2C=CC3=C(N(CCO3)CCCOC)C2)C=C(C=C1)F (Benzyl 4-{4-[2-(2,5-difluorophenoxy)ethoxymethyl]phenyl}-3-[4-(3-methoxypropyl)-3,4-dihydro-2H benzo[1,4]oxazin-6-ylmethoxy]piperidine-1-carboxylate), SiO2. Run in CN(C=O)C (N,N-dimethylformamide). Starting materials: CN1CCNCC1, [Cl-], O=C(O)c1cc(Cl)ccn1. Product: CN1CCN(C(=O)c2cc(Cl)ccn2)CC1. As a reaction SMILES: [CH3:12][N:13]1[CH2:14][CH2:15][NH:16][CH2:17][CH2:18]1.[Cl-:1].[Cl:2][c:3]1[cH:4][c:5]([C:9](=[O:10])[OH:11])[n:6][cH:7][cH:8]1>>[Cl:2][c:3]1[cH:4][c:5]([C:9](=[O:11])[N:16]2[CH2:15][CH2:14][N:13]([CH3:12])[CH2:18][CH2:17]2)[n:6][cH:7][cH:8]1. Starting materials: C1(=CC=CC=C1)CC#N (phenylacetonitrile), C1(=CC=CC=C1)C (toluene), S(=O)(Cl)Cl (thionyl chloride). Conditions: time 1 hour. Product: ClC(C=1C=C(C=CC1)CC#N)C1=CC=CC=C1 (3-(chlorophenyl-methyl)phenylacetonitrile). Reaction SMILES: [C:1]1([CH2:7][C:8]#[N:9])[CH:6]=[CH:5][CH:4]=[CH:3][CH:2]=1.S(Cl)([Cl:12])=O.[C:14]1([CH3:20])[CH:19]=[CH:18][CH:17]=[CH:16][CH:15]=1>>[Cl:12][CH:20]([C:14]1[CH:19]=[CH:18][CH:17]=[CH:16][CH:15]=1)[C:3]1[CH:2]=[C:1]([CH2:7][C:8]#[N:9])[CH:6]=[CH:5][CH:4]=1. Procedure: 9 g of 3-hydroxyphenylmethyl)phenylacetonitrile are dissolved in 150 ml of toluene and treated with stirring with 5.8 ml (80 mmol) of thionyl chloride. The reaction mixture is heated to reflux temperature and stirred for one hour. In the course of this, approximately 50 ml of toluene are removed in a water separator. The solvent is removed and 3-(chlorophenyl-methyl)phenylacetonitrile is obtained. Reactants: [F-].[NH4+] (ammonium fluoride), solution, C(C)[Mg]Br (ethylmagnesium bromide), C(C)(C)(C)OC(=O)N[C@@H]1C(N[C@@H](CSCC2=C(C(OC1)=O)C(=C(C=C2O[Si](C)(C)C(C)(C)C)OC)C)C(=O)O)=O ((4R,7S)-7-tert-butoxycarbonylamino-14-tert-butyldimethylsilyloxy-1,3,4,5,6,7,8,10-octahydro-12-methoxy-11-methyl-6,10-dioxo-9,2,5-benzoxathiaazacyclododecine-4-carboxylic acid), dipyridyl-2,2-disulfide, C1(=CC=CC=C1)P(C1=CC=CC=C1)C1=CC=CC=C1 (triphenylphosphine). Solvent: CO (methanol), O (water), C(C)(=O)OCC (ethyl acetate), O1CCCC1 (tetrahydrofuran), O1CCCC1 (tetrahydrofuran). Run at temperature 0 celsius, time 1 hour. Yields the product OC1=CC(=C(C=2C(OC[C@@H](C(N[C@@H](CSCC21)C(CC)=O)=O)NC(=O)OC(C)(C)C)=O)C)OC (tert-butyl (4R, 7S)-1,3,4,5,6,7,8,10-octahydro- 14-hydroxy-12-methoxy-11-methyl-4-propionyl-6,10-dioxo-9,2,5-benzoxathiaazacyclododecine-7-carbamate). Isolated yield 6.7%. RXN SMILES: [C:1]([O:5][C:6]([NH:8][C@H:9]1[CH2:20][O:19][C:18](=[O:21])[C:17]2[C:22]([CH3:36])=[C:23]([O:34][CH3:35])[CH:24]=[C:25]([O:26][Si](C(C)(C)C)(C)C)[C:16]=2[CH2:15][S:14][CH2:13][C@@H:12]([C:37]([OH:39])=O)[NH:11][C:10]1=[O:40])=[O:7])([CH3:4])([CH3:3])[CH3:2].[C:41]1(P(C2C=CC=CC=2)C2C=CC=CC=2)C=CC=C[CH:42]=1.C([Mg]Br)C.[F-].[NH4+]>O1CCCC1.C(OCC)(=O)C.CO.O>[OH:26][C:25]1[C:16]2[CH2:15][S:14][CH2:13][C@@H:12]([C:37](=[O:39])[CH2:41][CH3:42])[NH:11][C:10](=[O:40])[C@@H:9]([NH:8][C:6]([O:5][C:1]([CH3:3])([CH3:4])[CH3:2])=[O:7])[CH2:20][O:19][C:18](=[O:21])[C:17]=2[C:22]([CH3:36])=[C:23]([O:34][CH3:35])[CH:24]=1 |f:3.4|. Procedure details: To a solution of 90 mg of (4R,7S)-7-tert-butoxycarbonylamino-14-tert-butyldimethylsilyloxy-1,3,4,5,6,7,8,10-octahydro-12-methoxy-11-methyl-6,10-dioxo-9,2,5-benzoxathiaazacyclododecine-4-carboxylic acid in 1.5 ml of tetrahydrofuran were added 49 mg of dipyridyl-2,2-disulfide and 79 mg of triphenylphosphine. The solution was stirred at 0° C. for 1 hour, and then 0.15 ml of a 1M solution of ethylmagnesium bromide in tetrahydrofuran were added. The mixture was stirred at 0° C. for 30 minutes, and th... Reactants: FC1=CC=C(N)C=C1 (4-fluoroaniline), C([O-])([O-])=O.[Na+].[Na+] (sodium carbonate), ClC1=NC(=CC=C1)OC1=CC(=CC=C1)C(F)(F)F (2-Chloro-6-[3-(trifluoromethyl)phenoxy]pyridine), C1(=CC=CC=C1)P(CCCCP(C1=CC=CC=C1)C1=CC=CC=C1)C1=CC=CC=C1 (1,4-bis(diphenylphosphino)butane). Reagents/catalysts: [Pd] (palladium). Solvent: C=1(C(=CC=CC1)C)C (xylene). Reaction conditions: temperature 200 celsius, time 16 hour. Product: FC1=CC=C(C=C1)NC(=O)C1=NC(=CC=C1)OC1=CC(=CC=C1)C(F)(F)F (N-(4-Fluorophenyl)-6-[3-(trifluoromethyl)phenoxy]-pyridine-2-carboxamide), secondary amine, FC(C=1C=C(OC2=NC=CC=C2)C=CC1)(F)F (2-[3-(trifluoromethyl)phenoxy]pyridine). Yield: 2.9%. Reaction SMILES: Cl[C:2]1[CH:7]=[CH:6][CH:5]=[C:4]([O:8][C:9]2[CH:14]=[CH:13][CH:12]=[C:11]([C:15]([F:18])([F:17])[F:16])[CH:10]=2)[N:3]=1.[F:19][C:20]1[CH:26]=[CH:25][C:23]([NH2:24])=[CH:22][CH:21]=1.[C:27](=O)([O-])[O-:28].[Na+].[Na+].C1(P(C2C=CC=CC=2)CCCCP(C2C=CC=CC=2)C2C=CC=CC=2)C=CC=CC=1>C1(C)C(C)=CC=CC=1.[Pd]>[F:19][C:20]1[CH:26]=[CH:25][C:23]([NH:24][C:27]([C:2]2[CH:7]=[CH:6][CH:5]=[C:4]([O:8][C:9]3[CH:14]=[CH:13][CH:12]=[C:11]([C:15]([F:18])([F:17])[F:16])[CH:10]=3)[N:3]=2)=[O:28])=[CH:22][CH:21]=1.[F:18][C:15]([F:16])([F:17])[C:11]1[CH:10]=[C:9]([CH:14]=[CH:13][CH:12]=1)[O:8][C:4]1[CH:5]=[CH:6][CH:7]=[CH:2][N:3]=1 |f:2.3.4|. Procedure: 6.84 g (25 mmol) of 2-chloro-6-[3-(trifluoromethyl)phenoxy]pyridine (content 99.5 percent prepared according to Example 1), 4.17 g (37.5 mmol) of 4-fluoroaniline, 2.92 g (27.5 mmol) of sodium carbonate, 0.27 g (0.25 mmol) of palladium/activated charcoal (10 percent Pd) and 0.32 g (0.75 mmol) of 1,4-bis(diphenylphosphino)butane (IV, n=4, R8=R9=R10=R11=phenyl) in 25 ml of xylene were placed in an autoclave at room temperature. The autoclave was flushed with inert gas, carbon monoxide was then intr... Reactants: ClCCl, CSC1=NCCN1, I, NCc1cccc2cc(S(=O)(=O)c3ccccc3)ccc12. RXN SMILES: [CH2:30]([Cl:31])[Cl:32].[CH3:23][S:24][C:25]1=[N:29][CH2:28][CH2:27][NH:26]1.[IH:22].[c:1]1([S:7](=[O:8])(=[O:9])[c:10]2[cH:11][c:12]3[cH:13][cH:14][cH:15][c:16]([CH2:20][NH2:21])[c:17]3[cH:18][cH:19]2)[cH:2][cH:3][cH:4][cH:5][cH:6]1>>[c:1]1([S:7](=[O:8])(=[O:9])[c:10]2[cH:11][c:12]3[cH:13][cH:14][cH:15][c:16]([CH2:20][NH:21][C:25]4=[N:26][CH2:27][CH2:28][NH:29]4)[c:17]3[cH:18][cH:19]2)[cH:2][cH:3][cH:4][cH:5][cH:6]1. The product is O=S(=O)(c1ccccc1)c1ccc2c(CNC3=NCCN3)cccc2c1. As a reaction SMILES: [CH3:19][N:20]([CH3:21])[CH2:22][CH2:23][CH2:24][N:25]=[C:26]=[N:27][CH2:28][CH3:29].[CH3:38][N:39]([CH3:40])[c:41]1[cH:42][cH:43][n:44][cH:45][cH:46]1.[ClH:18].[ClH:30].[F:1][c:2]1[c:3]([NH:9][c:10]2[c:11]([C:15](=[O:16])[OH:17])[cH:12][s:13][cH:14]2)[cH:4][cH:5][c:6]([I:8])[cH:7]1.[O:47]=[CH:48][N:49]([CH3:50])[CH3:51].[OH:31][CH2:32][C:33]1([OH:37])[CH2:34][NH:35][CH2:36]1>>[F:1][c:2]1[c:3]([NH:9][c:10]2[c:11]([C:15](=[O:17])[N:35]3[CH2:34][C:33]([CH2:32][OH:31])([OH:37])[CH2:36]3)[cH:12][s:13][cH:14]2)[cH:4][cH:5][c:6]([I:8])[cH:7]1. The product is O=C(c1cscc1Nc1ccc(I)cc1F)N1CC(O)(CO)C1. The reactants are CCN=C=NCCCN(C)C, CN(C)c1ccncc1, Cl, Cl, O=C(O)c1cscc1Nc1ccc(I)cc1F, CN(C)C=O, OCC1(O)CNC1. RXN SMILES: [CH3:1][O:2][C:3]1[CH:4]=[C:5]([N:13]=[C:14]=S)[CH:6]=[C:7]([O:11][CH3:12])[C:8]=1[O:9][CH3:10].C(N=C=NC(C)C)(C)C.[NH2:25][C:26]1[CH:35]=[CH:34][C:29]([C:30]([O:32][CH3:33])=[O:31])=[CH:28][C:27]=1[NH:36][CH2:37][CH2:38][CH2:39][NH:40][C:41]([O:43][C:44]([CH3:47])([CH3:46])[CH3:45])=[O:42]>O1CCCC1>[C:44]([O:43][C:41]([NH:40][CH2:39][CH2:38][CH2:37][N:36]1[C:27]2[CH:28]=[C:29]([C:30]([O:32][CH3:33])=[O:31])[CH:34]=[CH:35][C:26]=2[N:25]=[C:14]1[NH:13][C:5]1[CH:4]=[C:3]([O:2][CH3:1])[C:8]([O:9][CH3:10])=[C:7]([O:11][CH3:12])[CH:6]=1)=[O:42])([CH3:46])([CH3:47])[CH3:45]. The reactants are COC=1C=C(C=C(C1OC)OC)N=C=S (3,4,5-trimethoxyphenyl isothiocyanate), C(C)(C)N=C=NC(C)C (diisopropylcarbodiimide), NC1=C(C=C(C(=O)OC)C=C1)NCCCNC(=O)OC(C)(C)C (methyl 4-amino-3-({3-[(tert-butoxycarbonyl)amino]propyl}amino)benzoate). Procedure: 3,4,5-trimethoxyphenyl isothiocyanate (6.6 g, 1.2 eq) and diisopropylcarbodiimide (9.1 g, 3 eq) are successively added to a solution of methyl 4-amino-3-({3-[(tert-butoxycarbonyl)amino]propyl}amino)benzoate (7.75 g, 1 eq) in tetrahydrofuran (130 ml). The mixture is heated under reflux for 16 hours then cooled down to ambient temperature and concentrated under reduced pressure at 40° C. Water (100 ml) and dichloromethane (200 ml) are added to the residue obtained. After decantation and extraction... The product is C(C)(C)(C)OC(=O)NCCCN1C(=NC2=C1C=C(C=C2)C(=O)OC)NC2=CC(=C(C(=C2)OC)OC)OC (methyl 1-{3-[(tert-butoxycarbonyl)amino]propyl}-2-[(3,4,5-trimethoxyphenyl)amino]-1H-benzimidazole-6-carboxylate). Run in O1CCCC1 (tetrahydrofuran). Reactants: FC1=C(C(=CC=C1)F)C1=NC=2C(C=3C=CC(=CC13)C#C)=NN(C2NC2CCN(CC2)S(=O)(=O)C)COCC[Si](C)(C)C (5-(2,6-difluorophenyl)-3-([1-(methylsulphonyl)piperidin-4-yl]amino}-2-{[2-(trimethylsilyl)ethoxy]methyl}-7-ethynyl-2H-pyrazolo[4,3-c]isoquinoline), C(=O)(C(F)(F)F)O (TFA). Solvent: C(Cl)Cl (DCM), O (water), N (ammonia). Reaction conditions: temperature 0 celsius, time 3 hour. Product: FC1=C(C(=CC=C1)F)C1=NC2=C(C=3C=CC(=CC13)C#C)NN=C2NC2CCN(CC2)S(=O)(=O)C (5-(2,6-difluorophenyl)-3-{[1-(methylsulphonyl)piperidin-4-yl]amino}-7-ethynyl-1H-pyrazolo[4,3-c]isoquinoline). RXN SMILES: [F:1][C:2]1[CH:7]=[CH:6][CH:5]=[C:4]([F:8])[C:3]=1[C:9]1[C:18]2[CH:17]=[C:16]([C:19]#[CH:20])[CH:15]=[CH:14][C:13]=2[C:12]2=[N:21][N:22](COCC[Si](C)(C)C)[C:23]([NH:24][CH:25]3[CH2:30][CH2:29][N:28]([S:31]([CH3:34])(=[O:33])=[O:32])[CH2:27][CH2:26]3)=[C:11]2[N:10]=1.C(O)(C(F)(F)F)=O>C(Cl)Cl.O.N>[F:8][C:4]1[CH:5]=[CH:6][CH:7]=[C:2]([F:1])[C:3]=1[C:9]1[C:18]2[CH:17]=[C:16]([C:19]#[CH:20])[CH:15]=[CH:14][C:13]=2[C:12]2[NH:21][N:22]=[C:23]([NH:24][CH:25]3[CH2:26][CH2:27][N:28]([S:31]([CH3:34])(=[O:33])=[O:32])[CH2:29][CH2:30]3)[C:11]=2[N:10]=1. Procedure details: A 30 ml round-bottomed flask equipped with a septum having a top-mounted argon intake is charged with 47 mg of 5-(2,6-difluorophenyl)-3-([1-(methylsulphonyl)piperidin-4-yl]amino}-2-{[2-(trimethylsilyl)ethoxy]methyl}-7-ethynyl-2H-pyrazolo[4,3-c]isoquinoline in 4 ml of DCM. After cooling to 0° C. using an ice bath, 0.47 ml of TFA is added and the mixture is stirred at RT for 3 h. It is concentrated under RP and the solid obtained is taken up in 25 ml of water and 0.75 ml of 0.75M aqueous ammonia s...